From a dataset of the Open Reaction Database (ORD), a public repository of structured organic reaction records. describe an organic reaction: reactants, conditions, products, and yield Reactants: C(C)N(CCNC1C2=C(NC(C3=C1C=CC=C3)=O)C(=CC=C2)C)CC (11-(2-diethylaminoethylamino)-4-methyl-5, 11-dihydro-6H-dibenz[b,e]azepin-6 -one), CO.Cl (hydrogen chloride methyl alcohol). RXN SMILES: [CH2:1]([N:3]([CH2:24][CH3:25])[CH2:4][CH2:5][NH:6][CH:7]1[C:13]2[CH:14]=[CH:15][CH:16]=[CH:17][C:12]=2[C:11](=[O:18])[NH:10][C:9]2[C:19]([CH3:23])=[CH:20][CH:21]=[CH:22][C:8]1=2)[CH3:2].CO.[ClH:28]>CO>[ClH:28].[ClH:28].[NH2:10][C:9]1[C:19]([CH3:23])=[CH:20][CH:21]=[CH:22][C:8]=1[CH:7]1[C:13]2[C:12](=[CH:17][CH:16]=[CH:15][CH:14]=2)[C:11](=[O:18])[N:6]1[CH2:5][CH2:4][N:3]([CH2:24][CH3:25])[CH2:1][CH3:2] |f:1.2,4.5.6|. Procedure details: To a solution of 1.35 g of 11-(2-diethylaminoethylamino)-4-methyl-5, 11-dihydro-6H-dibenz[b,e]azepin-6 -one in 50 ml of methyl alcohol was added 5 ml of 3N-hydrogen chloride methyl alcohol solution. After stirring at room temperature for an hour, the reaction mixture was concentrated to dryness under reduced pressure. The obtained solid was tritylated with isopropyl ether and then separated by filtration to give 1.91 g of 3-(2-amino-3-methylphenyl)-2-(2-diethylaminoethyl)isoindolin-1one dihydroc... The solvent is CO (methyl alcohol). Yields the product Cl.Cl.NC1=C(C=CC=C1C)C1N(C(C2=CC=CC=C12)=O)CCN(CC)CC (3-(2-amino-3-methylphenyl)-2-(2-diethylaminoethyl)isoindolin-1one dihydrochloride). Reactants: Cc1ccc2[nH]c(C)c(C(=O)c3ccccc3C(=O)O)c2c1, CN(C)c1cccc(N(C)C)c1, CC(=O)OC(C)=O, CCn1c(C)c(C2(c3ccc(N(C)C)cc3N(C)C)OC(=O)c3c(Cl)c(Cl)c(Cl)c(Cl)c32)c2ccccc21. Product: Cc1ccc2[nH]c(C)c(C3(c4ccc(N(C)C)cc4N(C)C)OC(=O)c4ccccc43)c2c1. As a reaction SMILES: [CH3:1][c:2]1[nH:3][c:4]2[cH:5][cH:6][c:7]([CH3:22])[cH:8][c:9]2[c:10]1[C:11](=[O:12])[c:13]1[c:14]([C:15](=[O:16])[OH:17])[cH:18][cH:19][cH:20][cH:21]1.[CH3:23][N:24]([c:25]1[cH:26][c:27]([N:31]([CH3:32])[CH3:33])[cH:28][cH:29][cH:30]1)[CH3:34].[CH3:35][C:36]([O:37][C:38](=[O:39])[CH3:40])=[O:41].[CH3:42][N:43]([CH3:44])[c:45]1[cH:46][c:47]([N:48]([CH3:49])[CH3:50])[cH:51][cH:52][c:53]1[C:54]1([c:55]2[c:56]3[c:57]([cH:58][cH:59][cH:60][cH:61]3)[n:62]([CH2:63][CH3:64])[c:65]2[CH3:66])[c:67]2[c:68]([c:69]([Cl:70])[c:71]([Cl:72])[c:73]([Cl:74])[c:75]2[Cl:76])[C:77](=[O:78])[O:79]1>>[CH3:1][c:2]1[nH:3][c:4]2[cH:5][cH:6][c:7]([CH3:22])[cH:8][c:9]2[c:10]1[C:11]1([c:28]2[c:27]([N:31]([CH3:32])[CH3:33])[cH:26][c:25]([N:24]([CH3:23])[CH3:34])[cH:30][cH:29]2)[c:13]2[c:14]([cH:18][cH:19][cH:20][cH:21]2)[C:15](=[O:16])[O:17]1. Starting materials: C(C)(=O)C1=C(C=C(OCCCCCOC2=CC3=C(C(C=C(O3)C(=O)O)=O)C=C2)C=C1)O (7-[5-(4-acetyl-3-hydroxyphenoxy) pentyloxy]-4-oxo-4H-1-benzopyran-2-carboxylic acid), C([O-])(O)=O.[Na+] (sodium bicarbonate). The solvent is O (water). Yields the product [Na+].C(C)(=O)C1=C(C=C(OCCCCCOC2=CC3=C(C(C=C(O3)C(=O)[O-])=O)C=C2)C=C1)O (7-[5-(4-acetyl-3-hydroxyphenoxy) pentyloxy]-4-oxo-4H-1-benzopyran-2-carboxylic acid sodium salt). RXN SMILES: [C:1]([C:4]1[CH:30]=[CH:29][C:7]([O:8][CH2:9][CH2:10][CH2:11][CH2:12][CH2:13][O:14][C:15]2[CH:28]=[CH:27][C:18]3[C:19](=[O:26])[CH:20]=[C:21]([C:23]([OH:25])=[O:24])[O:22][C:17]=3[CH:16]=2)=[CH:6][C:5]=1[OH:31])(=[O:3])[CH3:2].C(=O)(O)[O-].[Na+:36]>O>[Na+:36].[C:1]([C:4]1[CH:30]=[CH:29][C:7]([O:8][CH2:9][CH2:10][CH2:11][CH2:12][CH2:13][O:14][C:15]2[CH:28]=[CH:27][C:18]3[C:19](=[O:26])[CH:20]=[C:21]([C:23]([O-:25])=[O:24])[O:22][C:17]=3[CH:16]=2)=[CH:6][C:5]=1[OH:31])(=[O:3])[CH3:2] |f:1.2,4.5|. Procedure details: A mixture of 3.35 parts of 7-[5-(4-acetyl-3-hydroxyphenoxy) pentyloxy]-4-oxo-4H-1-benzopyran-2-carboxylic acid and 0.66 parts of sodium bicarbonate in 200 parts of water, was heated to effect solution. The solution was filtered while hot and on cooling a white solid crystallised. This was filtered, washed with ice-cold water and dried under vacuum over phosphorus pentoxide to yield 3.0 parts of 7-[5-(4-acetyl-3-hydroxyphenoxy) pentyloxy]-4-oxo-4H-1-benzopyran-2-carboxylic acid sodium salt, melti...